The task is: describe an organic reaction: reactants, conditions, products, and yield. This data is from the Open Reaction Database (ORD), a public repository of structured organic reaction records. Starting materials: COC=1C=C(C=CC1)N1S(C2=C(C=C1CO)C=CS2)(=O)=O (2-(3-Methoxyphenyl)-2H-thieno[3,2-e]-1,2-thiazine-3-methanol 1,1-dioxide), C(CCC)[Li] (n-butyllithium), S(=O)=O (sulfur dioxide), NOS(=O)(=O)O (hydroxylamine-O-sulfonic acid). The product is OCC=1N(S(C2=C(C1)C=C(S2)S(=O)(=O)N)(=O)=O)C2=CC(=CC=C2)OC (3-Hydroxymethyl-2-(3-methoxyphenyl)-2H-thieno[3,2-e]-1,2-thiazine-6-sulfonamide 1,1-dioxide). Yield: 72.0%. RXN SMILES: [CH3:1][O:2][C:3]1[CH:4]=[C:5]([N:9]2[C:14]([CH2:15][OH:16])=[CH:13][C:12]3[CH:17]=[CH:18][S:19][C:11]=3[S:10]2(=[O:21])=[O:20])[CH:6]=[CH:7][CH:8]=1.C([Li])CCC.[S:27](=[O:29])=[O:28].[NH2:30]OS(O)(=O)=O>>[OH:16][CH2:15][C:14]1[N:9]([C:5]2[CH:6]=[CH:7][CH:8]=[C:3]([O:2][CH3:1])[CH:4]=2)[S:10](=[O:21])(=[O:20])[C:11]2[S:19][C:18]([S:27]([NH2:30])(=[O:29])=[O:28])=[CH:17][C:12]=2[CH:13]=1. Procedure details: A solution of the product from Step D (2.0 g, 6.19 mmol) was treated sequentially with n-butyllithium, sulfur dioxide and hydroxylamine-O-sulfonic acid in a manner essentially analogus to that described in Example 15, Step E to give an orange solid (1.78 g, 72%): mp 180°-182° C. The reactants are [O-]Cl.[Na+] (NaOCl), COC1=C(C=NO)C=CC=C1 (2-methoxybenzaldehyde oxime), COC(=O)C12CC3(CC(CC(C1)C3)C2)C(=O)NC(C(=O)OC(C)(C)C)CC#C (tert-butyl 2-(3-methoxycarbonyladamant-1-ylcarbonylamino)pent4-ynoate). The reagents and catalysts are CCN(CC)CC (Et3N). Solvent: C(Cl)(Cl)Cl (CHCl3). Reaction conditions: time 8 hour. Product: COC(=O)C12CC3(CC(CC(C1)C3)C2)C(=O)NC(C(=O)OC(C)(C)C)CC2=CC(=NO2)C2=C(C=CC=C2)OC (tert-Butyl 2-(3-Methoxycarbonyladamant-1-ylcarbonylamino)-3-[3-(2-methoxyphenyl)isoxazol-5-yl]propionate). As a reaction SMILES: [O-]Cl.[Na+].[CH3:4][O:5][C:6]1[CH:14]=[CH:13][CH:12]=[CH:11][C:7]=1[CH:8]=[N:9][OH:10].[CH3:15][O:16][C:17]([C:19]12[CH2:28][CH:23]3[CH2:24][CH:25]([CH2:27][C:21]([C:29]([NH:31][CH:32]([CH2:40][C:41]#[CH:42])[C:33]([O:35][C:36]([CH3:39])([CH3:38])[CH3:37])=[O:34])=[O:30])([CH2:22]3)[CH2:20]1)[CH2:26]2)=[O:18]>C(Cl)(Cl)Cl.CCN(CC)CC>[CH3:15][O:16][C:17]([C:19]12[CH2:28][CH:23]3[CH2:24][CH:25]([CH2:27][C:21]([C:29]([NH:31][CH:32]([CH2:40][C:41]4[O:10][N:9]=[C:8]([C:7]5[CH:11]=[CH:12][CH:13]=[CH:14][C:6]=5[O:5][CH3:4])[CH:42]=4)[C:33]([O:35][C:36]([CH3:37])([CH3:38])[CH3:39])=[O:34])=[O:30])([CH2:22]3)[CH2:20]1)[CH2:26]2)=[O:18] |f:0.1|. Procedure details: To a solution of 5.25% aqueous NaOCl (1.33 g, 0.77 mmol) in CHCl3 at 0° C. was added a solution of 2-methoxybenzaldehyde oxime (0.77 mmol, 0.116 g) dropwise and tert-butyl 2-(3-methoxycarbonyladamant-1-ylcarbonylamino)pent4-ynoate (300 mg, 0.77 mmol) and one drop of Et3N. After addition, the reaction mixture was allowed to warm up to room temperature and stirred overnight. The solvent was evaporated under reduced pressure and the crude product was purified on a prep plate (silica gel; EtOAc/hexa... Starting materials: ClCCl, O, Cc1cc(C)c(S(=O)(=O)ON)c(C)c1, CC(O)c1nccs1. Reaction SMILES: [Cl:24][CH2:25][Cl:26].[OH2:15].[c:1]1([CH3:14])[c:2]([S:9](=[O:10])(=[O:11])[O:12][NH2:13])[c:3]([CH3:8])[cH:4][c:5]([CH3:7])[cH:6]1.[s:16]1[c:17]([CH:21]([CH3:22])[OH:23])[n:18][cH:19][cH:20]1>>[NH2:13][n+:18]1[c:17]([CH:21]([CH3:22])[OH:23])[s:16][cH:20][cH:19]1.[c:1]1([CH3:14])[c:2]([S:9](=[O:10])(=[O:11])[O-:12])[c:3]([CH3:8])[cH:4][c:5]([CH3:7])[cH:6]1. The product is CC(O)c1scc[n+]1N, Cc1cc(C)c(S(=O)(=O)[O-])c(C)c1. The reactants are CCc1ccc(C=O)s1, CCO, CC(=O)O, NNC(=O)c1ccc(O)cc1. Yields the product CCc1ccc(C=NNC(=O)c2ccc(O)cc2)s1. As a reaction SMILES: [CH2:12]([CH3:13])[c:14]1[cH:15][cH:16][c:17]([CH:19]=[O:20])[s:18]1.[CH3:21][CH2:22][OH:23].[CH3:24][C:25](=[O:26])[OH:27].[OH:1][c:2]1[cH:3][cH:4][c:5]([C:6](=[O:7])[NH:8][NH2:9])[cH:10][cH:11]1>>[OH:1][c:2]1[cH:3][cH:4][c:5]([C:6](=[O:7])[NH:8][N:9]=[CH:19][c:17]2[cH:16][cH:15][c:14]([CH2:12][CH3:13])[s:18]2)[cH:10][cH:11]1. Reactants: Cc1cc(Cl)c(C(=O)O)s1, ClCCl, O=C(Cl)C(=O)Cl, CN(C)C=O. Yields the product Cc1cc(Cl)c(C(=O)Cl)s1. As a reaction SMILES: [C:1](=[O:2])([OH:3])[c:4]1[s:5][c:6]([CH3:10])[cH:7][c:8]1[Cl:9].[CH2:22]([Cl:23])[Cl:24].[Cl:11][C:12]([C:13]([Cl:14])=[O:15])=[O:16].[O:17]=[CH:18][N:19]([CH3:20])[CH3:21]>>[C:1](=[O:2])([c:4]1[s:5][c:6]([CH3:10])[cH:7][c:8]1[Cl:9])[Cl:11].